Dataset: the Open Reaction Database (ORD), a public repository of structured organic reaction records. Task: describe an organic reaction: reactants, conditions, products, and yield Reactants: ( ii ), CN1C(N(CC1C(=O)OC(C)(C)C)C=1C(=NC=CC1)C)=O (1,1-dimethylethyl 3-methyl-1-(2-methyl-3-pyridinyl)-2-oxo-4-imidazolidinecarboxylate), C(=O)(C(F)(F)F)O.C(Cl)Cl (TFA DCM). Product: OC(=O)C(F)(F)F.CN1C(N(CC1C(=O)O)C=1C(=NC=CC1)C)=O (3-methyl-1-(2-methyl-3-pyridinyl)-2-oxo-4-imidazolidinecarboxylic acid TFA salt). As a reaction SMILES: [CH3:1][N:2]1[CH:6]([C:7]([O:9]C(C)(C)C)=[O:8])[CH2:5][N:4]([C:14]2[C:15]([CH3:20])=[N:16][CH:17]=[CH:18][CH:19]=2)[C:3]1=[O:21].[C:22]([OH:28])([C:24]([F:27])([F:26])[F:25])=[O:23].C(Cl)Cl>>[OH:28][C:22]([C:24]([F:27])([F:26])[F:25])=[O:23].[CH3:1][N:2]1[CH:6]([C:7]([OH:9])=[O:8])[CH2:5][N:4]([C:14]2[C:15]([CH3:20])=[N:16][CH:17]=[CH:18][CH:19]=2)[C:3]1=[O:21] |f:1.2,3.4|. Procedure: A solution of 1,1-dimethylethyl 3-methyl-2-oxo-4-imidazolidinecarboxylate (600 mg, 3.00 mmol) (prepared as described in step (iii) of Example 13) and 3-bromo-2-methylpyridine (515 mg, 3.00 mmol) in 1,4-dioxane (20 ml) was treated with cesium carbonate (1464 mg, 4.49 mmol), Xantphos™ (130 mg, 0.225 mmol) and tris(dibenzylideneacetone)dipalladium(0) (68.6 mg, 0.075 mmol) and the mixture was heated under reflux under argon for 18 hours. After cooling to room temperature, the reaction mixture was di... The solvent is CN(C=O)C (N,N-dimethylformamide). Conditions: time 30 minute. The product is C(C)(C)(C)OC(=O)N1CC2=C(CC1)SC(=C2)N(C(=O)N2CCN(CC2)S(=O)(=O)C2=CC1=CC=C(C=C1C=C2)Cl)C (1-[N-(5-tert-Butoxycarbonyl-4,5,6,7-tetrahydrothieno[3,2-c]pyridin-2-yl)-N-methylcarbamoyl]-4-[(6-chloronaphthalen-2-yl)sulfonyl]piperazine). Procedure: In N,N-dimethylformamide (10 ml), 1-[N-(5-tert-butoxycarbonyl-4,5,6,7-tetrahydrothieno[3,2-c]pyridin-2-yl)carbamoyl]-4-[(6-chloronaphthalen-2-yl)sulfonyl]piperazine (147 mg) was dissolved. After the addition of 60% oily sodium hydride (22 mg), the resulting mixture was stirred at room temperature for 30 minutes. Methyl iodide (0.023 ml) was added to the reaction mixture and the resulting mixture was stirred at room temperature for 90 minutes. To the residue obtained by concentrating the reaction... RXN SMILES: [C:1]([O:5][C:6]([N:8]1[CH2:13][CH2:12][C:11]2[S:14][C:15]([NH:17][C:18]([N:20]3[CH2:25][CH2:24][N:23]([S:26]([C:29]4[CH:38]=[CH:37][C:36]5[C:31](=[CH:32][CH:33]=[C:34]([Cl:39])[CH:35]=5)[CH:30]=4)(=[O:28])=[O:27])[CH2:22][CH2:21]3)=[O:19])=[CH:16][C:10]=2[CH2:9]1)=[O:7])([CH3:4])([CH3:3])[CH3:2].[H-].[Na+].[CH3:42]I>CN(C)C=O>[C:1]([O:5][C:6]([N:8]1[CH2:13][CH2:12][C:11]2[S:14][C:15]([N:17]([CH3:42])[C:18]([N:20]3[CH2:25][CH2:24][N:23]([S:26]([C:29]4[CH:38]=[CH:37][C:36]5[C:31](=[CH:32][CH:33]=[C:34]([Cl:39])[CH:35]=5)[CH:30]=4)(=[O:27])=[O:28])[CH2:22][CH2:21]3)=[O:19])=[CH:16][C:10]=2[CH2:9]1)=[O:7])([CH3:4])([CH3:2])[CH3:3] |f:1.2|. Reactants: C(C)(C)(C)OC(=O)N1CC2=C(CC1)SC(=C2)NC(=O)N2CCN(CC2)S(=O)(=O)C2=CC1=CC=C(C=C1C=C2)Cl (1-[N-(5-tert-butoxycarbonyl-4,5,6,7-tetrahydrothieno[3,2-c]pyridin-2-yl)carbamoyl]-4-[(6-chloronaphthalen-2-yl)sulfonyl]piperazine), [H-].[Na+] (sodium hydride), CI (Methyl iodide). Starting materials: CC(C)(C)NS(=O)(=O)c1ccc(-c2ccc(CC#N)cc2)s1, O=C(O)C(F)(F)F. Yields the product N#CCc1ccc(-c2ccc(S(N)(=O)=O)s2)cc1. As a reaction SMILES: [C:1]([CH3:2])([CH3:3])([CH3:4])[NH:5][S:6](=[O:7])(=[O:8])[c:9]1[s:10][c:11](-[c:14]2[cH:15][cH:16][c:17]([CH2:20][C:21]#[N:22])[cH:18][cH:19]2)[cH:12][cH:13]1.[F:23][C:24]([F:25])([F:26])[C:27]([OH:28])=[O:29]>>[NH2:5][S:6](=[O:7])(=[O:8])[c:9]1[s:10][c:11](-[c:14]2[cH:15][cH:16][c:17]([CH2:20][C:21]#[N:22])[cH:18][cH:19]2)[cH:12][cH:13]1. The reactants are BrC=1C=C(OC2=C(C#N)C=CC(=C2)C(F)(F)F)C=CC1C=O (2-(3-bromo-4-formyl-phenoxy)-4-trifluoromethyl-benzonitrile), C1(=CC=CC=C1)B(O)O (phenylboronic acid), C([O-])([O-])=O.[Na+].[Na+] (sodium carbonate). Reagents/catalysts: [Pd].C1(=CC=CC=C1)P([C-]1C=CC=C1)C1=CC=CC=C1.[C-]1(C=CC=C1)P(C1=CC=CC=C1)C1=CC=CC=C1.[Fe+2] (1,1′-bis(diphenyl)phosphino-ferrocene palladium). The solvent is C(OC)COC (dimethoxyethane), C(C)O (ethanol), O (water), O (water). Reaction conditions: time 16 hour. Yields the product C(=O)C1=CC(=C(OC2=C(C#N)C=CC(=C2)C(F)(F)F)C=C1)OC (2-(4-formyl-2-methoxy-phenoxy)-4-trifluoromethyl-benzonitrile). Yield: 14.0%. As a reaction SMILES: Br[C:2]1[CH:3]=[C:4]([CH:18]=[CH:19][C:20]=1[CH:21]=[O:22])[O:5][C:6]1[CH:13]=[C:12]([C:14]([F:17])([F:16])[F:15])[CH:11]=[CH:10][C:7]=1[C:8]#[N:9].C1(B(O)O)C=CC=CC=1.[C:32](=O)([O-])[O-:33].[Na+].[Na+]>C(COC)OC.[Pd].C1(P(C2C=CC=CC=2)[C-]2C=CC=C2)C=CC=CC=1.[C-]1(P(C2C=CC=CC=2)C2C=CC=CC=2)C=CC=C1.[Fe+2].O.C(O)C>[CH:21]([C:20]1[CH:19]=[CH:18][C:4]([O:5][C:6]2[CH:13]=[C:12]([C:14]([F:17])([F:16])[F:15])[CH:11]=[CH:10][C:7]=2[C:8]#[N:9])=[C:3]([O:33][CH3:32])[CH:2]=1)=[O:22] |f:2.3.4,6.7.8.9|. Procedure: Under nitrogen, 2-(3-bromo-4-formyl-phenoxy)-4-trifluoromethyl-benzonitrile (0.87 g, 2.6 mmol), phenylboronic acid (336 mg, 2.7 mmol), 1,1′-bis(diphenyl)phosphino-ferrocene palladium (9 mg, 0.13 mmol) and sodium carbonate (331 mg, 3.1 mmol) in dimethoxyethane:water:ethanol solution (7:3:2, 10 mL) was stirred at 60° C. for 6 h and then at 40° C. for 16 h. The mixture was then poured over water, extracted into ethyl acetate, and dried over MgSO4. The crude material was chromatographed on an ISCO C... The reactants are Cl (Hydrochloric acid), C(C1=CC=CC=C1)N(CCCCCCOCCCCC=1C=C(C=CC1)S(=O)(=O)N)C[C@H](O)C1=CC2=C(OC(OC2)(C)C)C=C1 (3-{4-[(6-{benzyl[(2R)-2-(2,2-dimethyl-4H-1,3-benzodioxin-6-yl)-2-hydroxyethyl]amino}hexyl)oxy]butyl}benzenesulfonamide). Solvent: C(C)O (ethanol). Reaction conditions: temperature 5 celsius, time 1 hour. Product: C(C1=CC=CC=C1)N(CCCCCCOCCCCC=1C=C(C=CC1)S(=O)(=O)N)C[C@@H](C1=CC(=C(C=C1)O)CO)O (3-(4-{[6-(Benzyl{(2R)-2-hydroxy-2-[4-hydroxy-3-(hydroxymethyl)phenyl]ethyl}amino)hexyl]oxy}butyl)benzenesulfonamide). Yield: 85.5%. Reaction SMILES: Cl.[CH2:2]([N:9]([CH2:31][C@@H:32]([C:34]1[CH:45]=[CH:44][C:37]2[O:38]C(C)(C)[O:40][CH2:41][C:36]=2[CH:35]=1)[OH:33])[CH2:10][CH2:11][CH2:12][CH2:13][CH2:14][CH2:15][O:16][CH2:17][CH2:18][CH2:19][CH2:20][C:21]1[CH:22]=[C:23]([S:27]([NH2:30])(=[O:29])=[O:28])[CH:24]=[CH:25][CH:26]=1)[C:3]1[CH:8]=[CH:7][CH:6]=[CH:5][CH:4]=1>C(O)C>[CH2:2]([N:9]([CH2:31][C@H:32]([OH:33])[C:34]1[CH:45]=[CH:44][C:37]([OH:38])=[C:36]([CH2:41][OH:40])[CH:35]=1)[CH2:10][CH2:11][CH2:12][CH2:13][CH2:14][CH2:15][O:16][CH2:17][CH2:18][CH2:19][CH2:20][C:21]1[CH:22]=[C:23]([S:27]([NH2:30])(=[O:29])=[O:28])[CH:24]=[CH:25][CH:26]=1)[C:3]1[CH:4]=[CH:5][CH:6]=[CH:7][CH:8]=1. Procedure details: Hydrochloric acid (80 ml, 1M) was added dropwise to a stirred solution of 3-{4-[(6-{benzyl[(2R)-2-(2,2-dimethyl-4H-1,3-benzodioxin-6-yl)-2-hydroxyethyl]amino}hexyl)oxy]butyl}benzenesulfonamide (20 g) in ethanol (100 ml) at 0° C. Upon complete addition the mixture was stirred at 5° C. for 1 h before being allowed to warm to room temperature. A portion (50 ml) of the ethanol was removed under reduced pressure and the remaining mixture was diluted with ethyl acetate (250 ml). The mixture was then w... The reactants are ClC1=CC=C(C=C1)C1=CC=C(O1)C(=O)O (5-(p-chlorophenyl)-2-furoic acid), C(C)(=O)NN (acetylhydrazine). Solvent: S(=O)(Cl)Cl (thionyl chloride), C(Cl)(Cl)Cl (chloroform). Run at time 20 minute. The product is C(C)(=O)NN.ClC1=CC=C(C=C1)C1=CC=C(O1)C(=O)O (5-(p-Chlorophenyl)-2-furoic Acid 1-Acetylhydrazine). Isolated yield 64.0%. As a reaction SMILES: [Cl:1][C:2]1[CH:7]=[CH:6][C:5]([C:8]2[O:12][C:11]([C:13]([OH:15])=[O:14])=[CH:10][CH:9]=2)=[CH:4][CH:3]=1.[C:16]([NH:19][NH2:20])(=[O:18])[CH3:17]>S(Cl)(Cl)=O.C(Cl)(Cl)Cl>[C:16]([NH:19][NH2:20])(=[O:18])[CH3:17].[Cl:1][C:2]1[CH:3]=[CH:4][C:5]([C:8]2[O:12][C:11]([C:13]([OH:15])=[O:14])=[CH:10][CH:9]=2)=[CH:6][CH:7]=1 |f:4.5|. Procedure: A mixture of 111.5 g (0.50 mole) of 5-(p-chlorophenyl)-2-furoic acid in 500 ml of thionyl chloride was heated at refluxed for 13/4 hr. After slight cooling, the reaction mixture was filtered and the filtrate was concentrated in a water bath at reduced pressure to a creamy solid. The solid was dissolved in 400 ml of chloroform. To this chloroform solution under stirring at room temperature was added a suspension of 74 g (1.0 mole) of acetylhydrazine in 900 ml of chloroform. Addition was completed... Starting materials: O=c1c(I)c(OCc2ccccc2)ccn1Cc1ccccc1, CC#N, C=C[Sn](CCCC)(CCCC)CCCC, CN(C)C=O. The product is C=Cc1c(OCc2ccccc2)ccn(Cc2ccccc2)c1=O. Reaction SMILES: [CH2:1]([c:2]1[cH:3][cH:4][cH:5][cH:6][cH:7]1)[n:8]1[c:9](=[O:23])[c:10]([I:22])[c:11]([O:14][CH2:15][c:16]2[cH:17][cH:18][cH:19][cH:20][cH:21]2)[cH:12][cH:13]1.[CH3:44][C:45]#[N:46].[CH:24](=[CH2:25])[Sn:26]([CH2:27][CH2:28][CH2:29][CH3:30])([CH2:31][CH2:32][CH2:33][CH3:34])[CH2:35][CH2:36][CH2:37][CH3:38].[O:39]=[CH:40][N:41]([CH3:42])[CH3:43]>>[CH2:1]([c:2]1[cH:3][cH:4][cH:5][cH:6][cH:7]1)[n:8]1[c:9](=[O:23])[c:10]([CH:24]=[CH2:25])[c:11]([O:14][CH2:15][c:16]2[cH:17][cH:18][cH:19][cH:20][cH:21]2)[cH:12][cH:13]1. Starting materials: CCOC(=O)C(Cc1ccccc1)CS(=O)C(C)(C)C, CS(C)=O, [Ca+2], [OH-], [OH-], O. Product: CC(C)(C)S(=O)CC(Cc1ccccc1)C(=O)O. As a reaction SMILES: [C:2]([CH3:3])([CH3:4])([CH3:5])[S:6](=[O:7])[CH2:8][CH:9]([C:10](=[O:11])[O:12][CH2:13][CH3:14])[CH2:15][c:16]1[cH:17][cH:18][cH:19][cH:20][cH:21]1.[CH3:25][S:26](=[O:27])[CH3:28].[Ca+2:23].[OH-:22].[OH-:24].[OH2:1]>>[C:2]([CH3:3])([CH3:4])([CH3:5])[S:6](=[O:7])[CH2:8][CH:9]([C:10](=[O:11])[OH:12])[CH2:15][c:16]1[cH:17][cH:18][cH:19][cH:20][cH:21]1.